Dataset: the Open Reaction Database (ORD), a public repository of structured organic reaction records. Task: describe an organic reaction: reactants, conditions, products, and yield The reactants are CN(C)C=O, O=C1CCC(=O)N1Cl, CCOC(=O)c1cc2cccc(N)c2n1COC, O. Product: CCOC(=O)c1cc2c(Cl)ccc(N)c2n1COC. As a reaction SMILES: [CH3:27][N:28]([CH3:29])[CH:30]=[O:31].[Cl:19][N:20]1[C:21](=[O:22])[CH2:23][CH2:24][C:25]1=[O:26].[NH2:1][c:2]1[cH:3][cH:4][cH:5][c:6]2[cH:7][c:8]([C:14](=[O:15])[O:16][CH2:17][CH3:18])[n:9]([CH2:11][O:12][CH3:13])[c:10]12.[OH2:32]>>[NH2:1][c:2]1[cH:3][cH:4][c:5]([Cl:19])[c:6]2[cH:7][c:8]([C:14](=[O:15])[O:16][CH2:17][CH3:18])[n:9]([CH2:11][O:12][CH3:13])[c:10]12. Starting materials: ClC1=CC2=C(N=C(S2)N2CCN(CC2)CC2=C(C(=CC=C2)C)OCOC)C=C1 (6-chloro-2-[4-(2-methoxymethoxy-3-methylbenzyl)piperazine-1-yl]benzothiazole), Cl.O1CCOCC1 (hydrochloric acid dioxane), C(O)([O-])=O.[Na+] (sodium hydrogencarbonate). Conditions: temperature 60 celsius, time 2 hour. Product: ClC1=CC2=C(N=C(S2)N2CCN(CC2)CC=2C=CC(=C(C2)O)C)C=C1 (5-{[4-(6-chlorobenzothiazole-2-yl)piperazine-1-yl]methyl}-2-methylphenol). Reaction SMILES: [Cl:1][C:2]1[CH:28]=[CH:27][C:5]2[N:6]=[C:7]([N:9]3[CH2:14][CH2:13][N:12]([CH2:15][C:16]4C=[CH:20][CH:19]=[C:18](C)[C:17]=4OCOC)[CH2:11][CH2:10]3)[S:8][C:4]=2[CH:3]=1.Cl.[O:30]1[CH2:35][CH2:34]OCC1.C(=O)([O-])O.[Na+]>>[Cl:1][C:2]1[CH:28]=[CH:27][C:5]2[N:6]=[C:7]([N:9]3[CH2:14][CH2:13][N:12]([CH2:15][C:16]4[CH:17]=[CH:18][C:19]([CH3:20])=[C:35]([OH:30])[CH:34]=4)[CH2:11][CH2:10]3)[S:8][C:4]=2[CH:3]=1 |f:1.2,3.4|. Procedure: A mixture of 6-chloro-2-[4-(2-methoxymethoxy-3-methylbenzyl)piperazine-1-yl]benzothiazole (1.70 g; 4.067 mmol) and 4N hydrochloric acid/dioxane solution (8.5 ml) was stirred at 60° C. for 2 hours. After cooling, the reaction solution was condensed under reduced pressure. To the residue was added saturated aqueous sodium hydrogencarbonate to be alkaline and extracted with ethyl acetate. The organic layer was washed with brine, dried over anhydrous sodium sulphate, and evaporated under reduced pre...